From a dataset of the Open Reaction Database (ORD), a public repository of structured organic reaction records. describe an organic reaction: reactants, conditions, products, and yield The reactants are CC1=NOC(=C1C=1N(C2=CC=CC=C2C1C(C(F)(F)F)=O)C1=CC=C(C=C1)OC)C (1-(2-(3,5-dimethylisoxazol-4-yl)-1-(4-methoxyphenyl)-1H-indol-3-yl)-2,2,2-trifluoroethanone), O (Water), O1CCOCC1 (dioxane), B(Br)(Br)Br (BBr3). Run in C(Cl)Cl (DCM), C(Cl)Cl (DCM). The product is title compound, CC1=NOC(=C1C=1N(C2=CC=CC=C2C1C(C(F)(F)F)=O)C1=CC=C(C=C1)O)C (1-(2-(3,5-dimethylisoxazol-4-yl)-1-(4-hydroxyphenyl)-1H-indol-3-yl)-2,2,2-trifluoroethanone). Yield: 46.0%. As a reaction SMILES: [CH3:1][C:2]1[C:6]([C:7]2[N:8]([C:22]3[CH:27]=[CH:26][C:25]([O:28]C)=[CH:24][CH:23]=3)[C:9]3[C:14]([C:15]=2[C:16](=[O:21])[C:17]([F:20])([F:19])[F:18])=[CH:13][CH:12]=[CH:11][CH:10]=3)=[C:5]([CH3:30])[O:4][N:3]=1.B(Br)(Br)Br.O.O1CCOCC1>C(Cl)Cl>[CH3:1][C:2]1[C:6]([C:7]2[N:8]([C:22]3[CH:23]=[CH:24][C:25]([OH:28])=[CH:26][CH:27]=3)[C:9]3[C:14]([C:15]=2[C:16](=[O:21])[C:17]([F:20])([F:18])[F:19])=[CH:13][CH:12]=[CH:11][CH:10]=3)=[C:5]([CH3:30])[O:4][N:3]=1. Procedure details: 1-(2-(3,5-dimethylisoxazol-4-yl)-1-(4-methoxyphenyl)-1H-indol-3-yl)-2,2,2-trifluoroethanone was dissolved in dry DCM and the mixture was cooled on an ice-bath under an atmosphere of nitrogen. BBr3 (17 μl, 0.1 mmol) was added and the temperature was allowed to warm to RT and the mixture was stirred over night. Water, DCM and some dioxane were added, the phases were separated and the solvents were evaporated. The residue was passed through a short plug of silica with EtOAc as eluent. The residue w...